From a dataset of the Open Reaction Database (ORD), a public repository of structured organic reaction records. describe an organic reaction: reactants, conditions, products, and yield Starting materials: SC1=NC(=CC(=N1)OC)OC (2-mercapto-4,6-dimethoxypyrimidine), C1(=CCCC1)C(C(=O)OCC)OS(=O)(=O)C (ethyl 2-(1-cyclopentenyl)-2-(methylsulfonyloxy)acetate), CN(C=O)C (N,N-dimethylformamide), C([O-])([O-])=O.[K+].[K+] (potassium carbonate). Run in O (water). Yields the product COC1=NC(=NC(=C1)OC)SC(C(=O)OCC)C1=CCCC1 (ethyl 2-(4,6-dimethoxypyrimidin-2-yl)thio2-(1-cyclopentenyl)acetate). The yield is 49.5%. RXN SMILES: [SH:1][C:2]1[N:7]=[C:6]([O:8][CH3:9])[CH:5]=[C:4]([O:10][CH3:11])[N:3]=1.[C:12]1([CH:17](OS(C)(=O)=O)[C:18]([O:20][CH2:21][CH3:22])=[O:19])[CH2:16][CH2:15][CH2:14][CH:13]=1.CN(C)C=O.C(=O)([O-])[O-].[K+].[K+]>O>[CH3:9][O:8][C:6]1[CH:5]=[C:4]([O:10][CH3:11])[N:3]=[C:2]([S:1][CH:17]([C:12]2[CH2:16][CH2:15][CH2:14][CH:13]=2)[C:18]([O:20][CH2:21][CH3:22])=[O:19])[N:7]=1 |f:3.4.5|. Procedure details: 10.4 g of 2-mercapto-4,6-dimethoxypyrimidine, 15.0 g of ethyl 2-(1-cyclopentenyl)-2-(methylsulfonyloxy)acetate, 100 ml of N,N-dimethylformamide and 9.2 g of anhydrous potassium carbonate were stirred at 90° C. for 5 hours. The reaction mixture was cooled to room temperature and then diluted with water. The aqueous mixture was extracted with ethyl ether. The ethyl ether extract was washed with water and dried. Then, ethyl ether was removed by distillation under reduced pressure to obtain an yello... The reactants are C(C1=CC=CC=C1)(=O)NC1=CC=C(C=C1)C1=CC=C2CN(C(C2=C1)=O)[C@H](C(=O)OC)C(C)C ((S)-Methyl 2-(6-(4-benzamidophenyl)-1-oxoisoindolin-2-yl)-3-methylbutanoate), NC1=CC=C(C=C1)C1=CC=C2CN(C(C2=C1)=O)[C@H]1[C@H](CCC1)C(=O)OC ((1S,2R)-Methyl 2-(6-(4-aminophenyl)-1-oxoisoindolin-2-yl)cyclopentane carboxylate), FC(C1=CC=C(C(=O)Cl)C=C1)(F)F (4-trifluoromethyl benzoyl chloride). The product is O=C1N(CC2=CC=C(C=C12)C1=CC=C(C=C1)NC(C1=CC=C(C=C1)C(F)(F)F)=O)[C@H]1[C@H](CCC1)C(=O)OC ((1S,2R)-Methyl 2-(1-oxo-6-(4-(4-(trifluoromethyl)benzamido)phenyl)isoindolin-2-yl)cyclopentanecarboxylate). Yield: 86.0%. As a reaction SMILES: C(NC1C=CC(C2C=C3C(CN([C@@H](C(C)C)C(OC)=O)C3=O)=CC=2)=CC=1)(=O)C1C=CC=CC=1.[NH2:34][C:35]1[CH:40]=[CH:39][C:38]([C:41]2[CH:49]=[C:48]3[C:44]([CH2:45][N:46]([C@@H:51]4[CH2:55][CH2:54][CH2:53][C@@H:52]4[C:56]([O:58][CH3:59])=[O:57])[C:47]3=[O:50])=[CH:43][CH:42]=2)=[CH:37][CH:36]=1.[F:60][C:61]([F:72])([F:71])[C:62]1[CH:70]=[CH:69][C:65]([C:66](Cl)=[O:67])=[CH:64][CH:63]=1>>[O:50]=[C:47]1[C:48]2[C:44](=[CH:43][CH:42]=[C:41]([C:38]3[CH:37]=[CH:36][C:35]([NH:34][C:66](=[O:67])[C:65]4[CH:69]=[CH:70][C:62]([C:61]([F:60])([F:71])[F:72])=[CH:63][CH:64]=4)=[CH:40][CH:39]=3)[CH:49]=2)[CH2:45][N:46]1[C@@H:51]1[CH2:55][CH2:54][CH2:53][C@@H:52]1[C:56]([O:58][CH3:59])=[O:57]. Procedure: The compound of example 597 was prepared analogous to compound of example 97 by reaction of compound of example 592 with 4-trifluoromethyl benzoyl chloride. The reactants are ClCC1=CC=CC=2C(=COC21)C2=CC=C(C=C2)F (7-chloromethyl-3-(4-fluorophenyl)benzofuran), [C-]#N.[Na+] (sodium cyanide). Run in CC(=O)C (acetone), C(C)O (ethanol), O (water). Product: desired product, C(#N)CC1=CC=CC=2C(=COC21)C2=CC=C(C=C2)F (7-cyanomethyl-3-(4-fluorophenyl)benzofuran). Reaction SMILES: Cl[CH2:2][C:3]1[C:11]2[O:10][CH:9]=[C:8]([C:12]3[CH:17]=[CH:16][C:15]([F:18])=[CH:14][CH:13]=3)[C:7]=2[CH:6]=[CH:5][CH:4]=1.[C-:19]#[N:20].[Na+]>CC(C)=O.C(O)C.O>[C:19]([CH2:2][C:3]1[C:11]2[O:10][CH:9]=[C:8]([C:12]3[CH:17]=[CH:16][C:15]([F:18])=[CH:14][CH:13]=3)[C:7]=2[CH:6]=[CH:5][CH:4]=1)#[N:20] |f:1.2|. Procedure details: To a solution of 7-chloromethyl-3-(4-fluorophenyl)benzofuran (130.3 g., 0.50 mole) in acetone (750 ml.) and ethanol (500 ml.) is added a solution of sodium cyanide (39.5 g., 0.50 mole) in water 150 ml.). The mixture is heated to its reflux for 5 hours. The mixture is then evaporated in vacuo to concentrate it. The residue is dissolved in dichloromethane, then washed thoroughly with water, dried and concentrated by evaporation in vacuo. The oily residue is recrystallized twice from cyclohexane, t... Yields the product Cl, CN(CCCC(=O)c1ccc(F)cc1)CC1CSc2ccc(F)cc2C1. As a reaction SMILES: [C:30](=[O:31])([OH:32])[O-:33].[CH3:35][N:36]([CH3:37])[CH:38]=[O:39].[Cl:15][CH2:16][CH2:17][CH2:18][C:19](=[O:20])[c:21]1[cH:22][cH:23][c:24]([F:27])[cH:25][cH:26]1.[F:1][c:2]1[cH:3][cH:4][c:5]2[c:6]([cH:14]1)[CH2:7][CH:8]([CH2:11][NH:12][CH3:13])[CH2:9][S:10]2.[I-:29].[Na+:28].[Na+:34]>>[ClH:15].[F:1][c:2]1[cH:3][cH:4][c:5]2[c:6]([cH:14]1)[CH2:7][CH:8]([CH2:11][N:12]([CH3:13])[CH2:16][CH2:17][CH2:18][C:19](=[O:20])[c:21]1[cH:22][cH:23][c:24]([F:27])[cH:25][cH:26]1)[CH2:9][S:10]2. Starting materials: O=C([O-])O, CN(C)C=O, O=C(CCCCl)c1ccc(F)cc1, CNCC1CSc2ccc(F)cc2C1, [I-], [Na+], [Na+]. The reactants are CO, CN(C)c1ccc(C(=CC2CCCC2)c2cc3cccnc3[nH]2)cc1. The product is CN(C)c1ccc(C(CC2CCCC2)c2cc3cccnc3[nH]2)cc1. RXN SMILES: [CH3:26][OH:27].[CH:1]1([CH:6]=[C:7]([c:8]2[cH:9][c:10]3[c:11]([n:12][cH:13][cH:14][cH:15]3)[nH:16]2)[c:17]2[cH:18][cH:19][c:20]([N:23]([CH3:24])[CH3:25])[cH:21][cH:22]2)[CH2:2][CH2:3][CH2:4][CH2:5]1>>[CH:1]1([CH2:6][CH:7]([c:8]2[cH:9][c:10]3[c:11]([n:12][cH:13][cH:14][cH:15]3)[nH:16]2)[c:17]2[cH:18][cH:19][c:20]([N:23]([CH3:24])[CH3:25])[cH:21][cH:22]2)[CH2:2][CH2:3][CH2:4][CH2:5]1. The reactants are Brc1ncccn1, C#CCCCCO, CC#N, [Cu]I. Product: OCCCCC#Cc1ncccn1. As a reaction SMILES: [Br:1][c:2]1[n:3][cH:4][cH:5][cH:6][n:7]1.[CH2:8]([CH2:9][CH2:10][CH2:11][C:12]#[CH:13])[OH:14].[CH3:17][C:18]#[N:19].[Cu:15][I:16]>>[c:2]1([C:13]#[C:12][CH2:11][CH2:10][CH2:9][CH2:8][OH:14])[n:3][cH:4][cH:5][cH:6][n:7]1. The reactants are O(C1=CC=CC=C1)CC(=O)N1[C@H](CCCC1)C1=NC(=NN1)C=1C=C(C(=O)N)C=CC1 ((R)-3-{5-[1-(2-Phenoxy-acetyl)-piperidin-2-yl]-1H-[1,2,4]triazol-3-yl}-benzamide), FC(C(=O)OC(C(F)(F)F)=O)(F)F (trifluoroacetic anhydride). The product is O(C1=CC=CC=C1)CC(=O)N1[C@H](CCCC1)C1=NC(=NN1)C=1C=C(C#N)C=CC1 ((R)-3-{5-[1-(2-Phenoxy-acetyl)-piperidin-2-yl]-1H-[1,2,4]triazol-3-yl}-benzonitrile). RXN SMILES: [O:1]([CH2:8][C:9]([N:11]1[CH2:16][CH2:15][CH2:14][CH2:13][C@@H:12]1[C:17]1[NH:21][N:20]=[C:19]([C:22]2[CH:23]=[C:24]([CH:28]=[CH:29][CH:30]=2)[C:25]([NH2:27])=O)[N:18]=1)=[O:10])[C:2]1[CH:7]=[CH:6][CH:5]=[CH:4][CH:3]=1.FC(F)(F)C(OC(=O)C(F)(F)F)=O>>[O:1]([CH2:8][C:9]([N:11]1[CH2:16][CH2:15][CH2:14][CH2:13][C@@H:12]1[C:17]1[NH:21][N:20]=[C:19]([C:22]2[CH:23]=[C:24]([CH:28]=[CH:29][CH:30]=2)[C:25]#[N:27])[N:18]=1)=[O:10])[C:2]1[CH:3]=[CH:4][CH:5]=[CH:6][CH:7]=1. Reported procedure: 1.3 mmol (R)-3-{5-[1-(2-Phenoxy-acetyl)-piperidin-2-yl]-1H-[1,2,4]triazol-3-yl}-benzamide were treated with neat trifluoroacetic anhydride at room temperature overnight. The reaction was quenched with aqueous NaHCO3 and product extracted with ethylacetate twice. The organic layers were washed with water/NaCl, combined, dried over Na2SO4 and the solvent evaporated. The product was purified via preparative HPLC.